From a dataset of the Open Reaction Database (ORD), a public repository of structured organic reaction records. describe an organic reaction: reactants, conditions, products, and yield Starting materials: [BH3-]C#N, CC(=O)O, CO, O=C(NC1CCCNC1)c1ccc2[nH]ncc2c1, [Na+], [Na+], [OH-]. Product: CN1CCCC(NC(=O)c2ccc3[nH]ncc3c2)C1. RXN SMILES: [C:23]([BH3-:24])#[N:25].[CH3:1][C:2](=[O:3])[OH:4].[CH3:29][OH:30].[NH:5]1[CH2:6][CH:7]([NH:11][C:12](=[O:13])[c:14]2[cH:15][c:16]3[cH:17][n:18][nH:19][c:20]3[cH:21][cH:22]2)[CH2:8][CH2:9][CH2:10]1.[Na+:26].[Na+:28].[OH-:27]>>[CH3:1][N:5]1[CH2:6][CH:7]([NH:11][C:12](=[O:13])[c:14]2[cH:15][c:16]3[cH:17][n:18][nH:19][c:20]3[cH:21][cH:22]2)[CH2:8][CH2:9][CH2:10]1. Reactants: IC1=NC(=CN=C1)I (2,6-diiodopyrazine), CNC (dimethylamine). Run in CO (methanol). Yields the product IC1=NC(=CN=C1)N(C)C (2-Iodo-6-dimethylaminopyrazine). Reaction SMILES: I[C:2]1[CH:7]=[N:6][CH:5]=[C:4]([I:8])[N:3]=1.[CH3:9][NH:10][CH3:11]>CO>[I:8][C:4]1[CH:5]=[N:6][CH:7]=[C:2]([N:10]([CH3:11])[CH3:9])[N:3]=1. Procedure details: A solution of 2,6-diiodopyrazine (6 g, 18.1 mmol) in methanol (50 ml) and dimethylamine (40% aqueous solution, 200 ml) was heated at reflux for 1 h. The methanol was removed under vacuum, the aqueous saturated with potassium carbonate and extracted with dichloromethane (3×100 ml). The combined extracts were dried (Na2SO4), evaporated and the residue purified by chromatography through silica-gel eluting with dichloromethane. The product (4 g) was obtained as a low melting solid, m.p. 46°-48° C., ... Starting materials: C(N)(=O)COCCN1CCN(CC1)C(=O)OC(C)(C)C (tert-butyl 4-(2-carbamoylmethoxyethyl)piperazine-1-carboxylate), Cl (hydrochloric acid), O (water). Reaction conditions: temperature 60 celsius. The product is Cl.Cl.C(C)OCC(=O)O (ethoxy acetic acid dihydrochloride). RXN SMILES: [C:1]([CH2:4][O:5][CH2:6][CH2:7]N1CCN(C(OC(C)(C)C)=O)CC1)(=[O:3])N.[ClH:21].[OH2:22]>>[ClH:21].[ClH:21].[CH2:6]([O:5][CH2:4][C:1]([OH:3])=[O:22])[CH3:7] |f:3.4.5|. Procedure: 1 g (0.00348 mol) of tert-butyl 4-(2-carbamoylmethoxyethyl)piperazine-1-carboxylate prepared in Example I.4.3. and 2 ml of water are placed in a 10 ml conical flask. 2 ml of 37% hydrochloric acid solution are added and the mixture is heated on an oil bath at 60° C. for 1 hour. The water is eliminated on a rotary evaporator under reduced pressure. The residue is taken up in toluene. After evaporation, 1.1 g of a pale yellow solid are obtained. This finely ground solid is placed in a Büchi sublima...